From a dataset of the Open Reaction Database (ORD), a public repository of structured organic reaction records. describe an organic reaction: reactants, conditions, products, and yield Reactants: Step-ii, C(C)(C)(C)OC(=O)N1CCN(CC1)C1=CC=C(C=C1)C=1C=C2C(=NC1C1CC1)N(C=C2C=2C(=NN(C2C)CC2=CC(=CC(=C2)F)F)C)C(=O)OC(C)(C)C (tert-butyl 5-(4-(4-(tert-butoxycarbonyl)piperazin-1-yl)phenyl)-6-cyclopropyl-3-(1-(3,5-difluorobenzyl)-3,5-dimethyl-1H-pyrazol-4-yl)-1H-pyrrolo[2,3-b]pyridine-1-carboxylate), Cl (HCl). Run in CO (methanol). The product is Cl.C1(CC1)C1=C(C=C2C(=N1)NC=C2C=2C(=NN(C2C)CC2=CC(=CC(=C2)F)F)C)C2=CC=C(C=C2)N2CCNCC2 (6-cyclopropyl-3-(1-(3,5-difluorobenzyl)-3,5-dimethyl-1H-pyrazol-4-yl)-5-(4-(piperazin-1-yl)phenyl)-1H-pyrrolo[2,3-b]pyridine hydrochloride). Yield: 5.0%. Reaction SMILES: C(OC([N:8]1[CH2:13][CH2:12][N:11]([C:14]2[CH:19]=[CH:18][C:17]([C:20]3[CH:21]=[C:22]4[C:31]([C:32]5[C:33]([CH3:47])=[N:34][N:35]([CH2:38][C:39]6[CH:44]=[C:43]([F:45])[CH:42]=[C:41]([F:46])[CH:40]=6)[C:36]=5[CH3:37])=[CH:30][N:29](C(OC(C)(C)C)=O)[C:23]4=[N:24][C:25]=3[CH:26]3[CH2:28][CH2:27]3)=[CH:16][CH:15]=2)[CH2:10][CH2:9]1)=O)(C)(C)C.[ClH:55]>CO>[ClH:55].[CH:26]1([C:25]2[N:24]=[C:23]3[NH:29][CH:30]=[C:31]([C:32]4[C:33]([CH3:47])=[N:34][N:35]([CH2:38][C:39]5[CH:44]=[C:43]([F:45])[CH:42]=[C:41]([F:46])[CH:40]=5)[C:36]=4[CH3:37])[C:22]3=[CH:21][C:20]=2[C:17]2[CH:18]=[CH:19][C:14]([N:11]3[CH2:10][CH2:9][NH:8][CH2:13][CH2:12]3)=[CH:15][CH:16]=2)[CH2:27][CH2:28]1 |f:3.4|. Reported procedure: Using similar reaction conditions as described in Step-ii of example-7, tert-butyl 5-(4-(4-(tert-butoxycarbonyl)piperazin-1-yl)phenyl)-6-cyclopropyl-3-(1-(3,5-difluorobenzyl)-3,5-dimethyl-1H-pyrazol-4-yl)-1H-pyrrolo[2,3-b]pyridine-1-carboxylate (62 mg, 0.022 mmol) was deprotected in HCl in methanol (2 ml). This afforded 4 mg (5% yield) of the titled compound. 1H NMR (CDCl3, 300 MHz): δ 8.44 (b, 1H), 7.68 (s, 1H), 7.42-7.39 (d, 2H), 7.02-7.00 (d, 2H), 6.661-6.641 (m, 1H), 6.311-6.305 (d, 1H), 5.2...